From a dataset of the Open Reaction Database (ORD), a public repository of structured organic reaction records. describe an organic reaction: reactants, conditions, products, and yield Starting materials: C(C1=CC=CC=C1)C1=C(N(C2=CC=C(C=C12)O)CCC)C (3-benzyl-2-methyl-1-propyl-1H-indole-5-ol), C(C)OC(C(C)(C)Br)=O (2-bromo-2-methyl-propanoic acid ethylester). Yields the product C(C)OC(C(C)(C)OC=1C=C2C(=C(N(C2=CC1)CCC)C)CC1=CC=CC=C1)=O (2-(3-Benzyl-2-methyl-1-propyl-1H-indole-5-yloxy)-2-methyl-propanoic acid ethylester). As a reaction SMILES: [CH2:1]([C:8]1[C:16]2[C:11](=[CH:12][CH:13]=[C:14]([OH:17])[CH:15]=2)[N:10]([CH2:18][CH2:19][CH3:20])[C:9]=1[CH3:21])[C:2]1[CH:7]=[CH:6][CH:5]=[CH:4][CH:3]=1.[CH2:22]([O:24][C:25](=[O:30])[C:26](Br)([CH3:28])[CH3:27])[CH3:23]>>[CH2:22]([O:24][C:25](=[O:30])[C:26]([O:17][C:14]1[CH:15]=[C:16]2[C:11](=[CH:12][CH:13]=1)[N:10]([CH2:18][CH2:19][CH3:20])[C:9]([CH3:21])=[C:8]2[CH2:1][C:2]1[CH:3]=[CH:4][CH:5]=[CH:6][CH:7]=1)([CH3:28])[CH3:27])[CH3:23]. Reported procedure: The above compound was prepared from 3-benzyl-2-methyl-1-propyl-1H-indole-5-ol and 2-bromo-2-methyl-propanoic acid ethylester using a procedure analogous to that of Example 10. Starting materials: CC1(C=2C=CC(=CC2C(CC1)(C)C)C=1N=C(SC1)N1CCNCC1)C (1-[4-(5,5,8,8-tetramethyl-5,6,7,8-tetrahydronaphthalen-2-yl)thiazol-2-yl]piperazine), C(C)(=O)OCCCCBr (4-bromobutyl acetate), C([O-])([O-])=O.[K+].[K+] (potassium carbonate). Run in CN(C)C=O (DMF), ClCCl (dichloromethane). Reaction conditions: temperature 60 celsius, time 8 hour. The product is CC1(C=2C=CC(=CC2C(CC1)(C)C)C=1N=C(SC1)N1CCN(CC1)CCCCO)C (4-{4-[4-(5,5,8,8-Tetramethyl-5,6,7,8-tetrahydronaphthalen-2-yl)thiazol-2-yl]piperazin-1-yl}butan-1-ol). RXN SMILES: [CH3:1][C:2]1([CH3:25])[CH2:11][CH2:10][C:9]([CH3:13])([CH3:12])[C:8]2[CH:7]=[C:6]([C:14]3[N:15]=[C:16]([N:19]4[CH2:24][CH2:23][NH:22][CH2:21][CH2:20]4)[S:17][CH:18]=3)[CH:5]=[CH:4][C:3]1=2.C([O:29][CH2:30][CH2:31][CH2:32][CH2:33]Br)(=O)C.C(=O)([O-])[O-].[K+].[K+]>CN(C=O)C.ClCCl>[CH3:1][C:2]1([CH3:25])[CH2:11][CH2:10][C:9]([CH3:12])([CH3:13])[C:8]2[CH:7]=[C:6]([C:14]3[N:15]=[C:16]([N:19]4[CH2:20][CH2:21][N:22]([CH2:33][CH2:32][CH2:31][CH2:30][OH:29])[CH2:23][CH2:24]4)[S:17][CH:18]=3)[CH:5]=[CH:4][C:3]1=2 |f:2.3.4|. Procedure: 120 mg (0.34 mmol) of 1-[4-(5,5,8,8-tetramethyl-5,6,7,8-tetrahydronaphthalen-2-yl)thiazol-2-yl]piperazine were suspended in 3 ml of DMF with 100 μl (0.68 mmol) of 4-bromobutyl acetate and 56 mg (0.41 mmol) of potassium carbonate and stirred at 60° C. overnight. The reaction mixture was taken up in dichloromethane, washed once each with a concentrated sodium hydrogencarbonate solution and a 1N hydrochloric acid solution. The organic phase was dried over sodium sulfate, filtered and evaporated. Th... Starting materials: C1(=CC=C(C=C1)S(=O)(=O)O)C (p-toluenesulfonic acid), [Cl-].CC(C)=[NH2+] (dimethylmethyleneammonium chloride), ice, ClC=1C=CC2=C(C(=NCC=3N2C(=NN3)C)C3=CC=CC=C3)C1 (8-chloro-1-methyl-6-phenyl-4H-s-triazolo[4,3-a][1,4]benzodiazepine), C(C)(=O)Cl (acetyl chloride), C([O-])(O)=O.[Na+] (sodium bicarbonate). Solvent: C(C)O (ethanol), C(C)O (ethanol), O1CCCC1 (tetrahydrofuran). Yields the product C1(=CC=C(C=C1)S(=O)(=O)O)C.ClC=1C=CC2=C(C(=NCC=3N2C(=NN3)CCN(C)C)C3=CC=CC=C3)C1 (8-chloro-1-[2-(dimethylamino)ethyl]-6-phenyl-4H-s-triazolo[4,3-a][1,4]benzodiazepine p-toluenesulfonate). Reaction SMILES: [Cl-].C[C:3](=[NH2+:5])C.ClC1[CH:8]=[CH:9][C:10]2[N:16]3[C:17](C)=[N:18][N:19]=[C:15]3[CH2:14][N:13]=[C:12]([C:21]3[CH:26]=[CH:25][CH:24]=[CH:23][CH:22]=3)[C:11]=2C=1.[C:28]([Cl:31])(=O)[CH3:29].[C:32](=O)(O)[O-].[Na+].[C:37]1([CH3:47])[CH:42]=[CH:41][C:40]([S:43]([OH:46])(=[O:45])=[O:44])=[CH:39][CH:38]=1>O1CCCC1.C(O)C>[C:37]1([CH3:47])[CH:38]=[CH:39][C:40]([S:43]([OH:46])(=[O:44])=[O:45])=[CH:41][CH:42]=1.[Cl:31][C:28]1[CH:8]=[CH:9][C:10]2[N:16]3[C:17]([CH2:47][CH2:37][N:5]([CH3:3])[CH3:32])=[N:18][N:19]=[C:15]3[CH2:14][N:13]=[C:12]([C:21]3[CH:26]=[CH:25][CH:24]=[CH:23][CH:22]=3)[C:11]=2[CH:29]=1 |f:0.1,4.5,9.10|. Procedure: The resulting solid, dimethylmethyleneammonium chloride, was suspended in tetrahydrofuran, cooled in an ice bath, treated with 8-chloro-1-methyl-6-phenyl-4H-s-triazolo[4,3-a][1,4]benzodiazepine (3.09 g., 0.01 mole; and then dropwise with acetyl chloride (0.07 ml., 0.001 mole). This mixture was kept in the ice bath for 3 hours, poured into ice cold, dilute sodium bicarbonate and extracted with methylene chloride. The extract was washed with a dilute salt solution, dried over anhydrous sodium sulf...